This data is from the Open Reaction Database (ORD), a public repository of structured organic reaction records. The task is: describe an organic reaction: reactants, conditions, products, and yield The reactants are BrC1=CC(=C(C=C1)[C@H](C(F)(F)F)O)N1N=C(C=C1)C ((R)-1-(4-bromo-2-(3-methyl-1H-pyrazol-1-yl)phenyl)-2,2,2-trifluoroethanol), BrC1=CC(=C(C=C1)[C@H](C(F)(F)F)O)N1N=C(C=C1)C ((R)-1-(4-bromo-2-(3-methyl-1H-pyrazol-1-yl)phenyl)-2,2,2-trifluoroethanol), NC1=NC(=CC(=N1)Cl)Cl (2-amino-4,6-dichloropyrimidine), C(=O)([O-])[O-].[Cs+].[Cs+] (Cs2CO3). Solvent: O1CCOCC1 (dioxane). Reaction conditions: temperature 80 celsius. Product: BrC1=CC(=C(C=C1)[C@H](C(F)(F)F)OC1=NC(=NC(=C1)Cl)N)N1N=C(C=C1)C (4-[(1R)-1-[4-bromo-2-(3-methylpyrazol-1-yl)phenyl]-2,2,2-trifluoro-ethoxy]-6-chloro-pyrimidin-2-amine). RXN SMILES: [Br:1][C:2]1[CH:7]=[CH:6][C:5]([C@@H:8]([OH:13])[C:9]([F:12])([F:11])[F:10])=[C:4]([N:14]2[CH:18]=[CH:17][C:16]([CH3:19])=[N:15]2)[CH:3]=1.[NH2:20][C:21]1[N:26]=[C:25](Cl)[CH:24]=[C:23]([Cl:28])[N:22]=1.C([O-])([O-])=O.[Cs+].[Cs+]>O1CCOCC1>[Br:1][C:2]1[CH:7]=[CH:6][C:5]([C@@H:8]([O:13][C:25]2[CH:24]=[C:23]([Cl:28])[N:22]=[C:21]([NH2:20])[N:26]=2)[C:9]([F:12])([F:11])[F:10])=[C:4]([N:14]2[CH:18]=[CH:17][C:16]([CH3:19])=[N:15]2)[CH:3]=1 |f:2.3.4|. Procedure: To a solution of (R)-1-(4-bromo-2-(3-methyl-1H-pyrazol-1-yl)phenyl)-2,2,2-trifluoroethanol (160 mg, 0.2 mmol, Intermediate 1) in dioxane (2 mL) was added 2-amino-4,6-dichloropyrimidine (100 mg, 0.16 mmol) and Cs2CO3 (48 μg, 0.16 mmol). The reaction was heated to 80° C. for 16 h, cooled to RT, and filtered. The solvent was removed in vacuo and the residue was dissolved in a mixture of CH2Cl2 and heptane, concentrated to half the volume, filtered, and concentrated again in vacuo. Purification via ...